This data is from the Open Reaction Database (ORD), a public repository of structured organic reaction records. The task is: describe an organic reaction: reactants, conditions, products, and yield As a reaction SMILES: [CH3:1][C:2]([CH3:6])([CH3:5])[CH:3]=[O:4].[CH2:7]([Mg]Br)[CH:8]=[CH2:9]>C(OCC)C>[CH3:1][C:2]([CH3:6])([CH:3]([OH:4])[CH2:9][CH:8]=[CH2:7])[CH3:5]. Run in C(C)OCC (diethyl ether). Starting materials: CC(C=O)(C)C (trimethylacetaldehyde), C(C=C)[Mg]Br (allylmagnesium bromide). Run at temperature 0 celsius, time 1 hour. Reported procedure: A solution of trimethylacetaldehyde (10.2 mL, 90.9 mmol) in diethyl ether (200 mL) at 0° C. was treated with allylmagnesium bromide (100 mL, 1 M in ether), stirred at 0° C. for 1 hour, quenched with saturated ammonium chloride and extracted with diethyl ether. The organic phase was washed with brine and dried over Na2SO4, filtered and concentrated to give the title compound (11.6 g). Product: CC(C)(C(CC=C)O)C (2,2-dimethyl-5-hexen-3-ol). Reaction SMILES: Br[CH:2]([CH2:14][CH3:15])[C:3]([NH:5][C:6]1[C:11]([CH3:12])=[CH:10][CH:9]=[CH:8][C:7]=1[CH3:13])=[O:4].C(O)C.[CH3:19][NH:20][CH3:21]>C(OCC)C.O>[CH3:19][N:20]([CH3:21])[CH:2]([CH2:14][CH3:15])[C:3]([NH:5][C:6]1[C:11]([CH3:12])=[CH:10][CH:9]=[CH:8][C:7]=1[CH3:13])=[O:4]. Procedure details: A mixture of 7.7 g (28.5 mmoles) of N-(2-bromo-butyryl)-2,6-dimethyl-aniline, 70 ml of ethanol and 20 ml of a 33% aqueous dimethyl amine solution is heated in a bomb at 100°-110° C. for 6 hours. The mixture is cooled, diluted with 150 ml of diethyl ether and 40 ml of water, the phases are separated, and the aqueous phase is extracted twice with 25 ml of diethyl ether, each. The etheral solutions are combined, washed thrice with 35 ml of 1 n aqueous hydrochloric acid, each, the aqueous acidic sol... Reactants: BrC(C(=O)NC1=C(C=CC=C1C)C)CC (N-(2-bromo-butyryl)-2,6-dimethyl-aniline), C(C)O (ethanol), CNC (dimethyl amine). Isolated yield 47.9%. Run in C(C)OCC (diethyl ether), O (water). The product is CN(C(C(=O)NC1=C(C=CC=C1C)C)CC)C (N-(2-dimethylamino-butyryl)-2,6-dimethyl-aniline).